This data is from the Open Reaction Database (ORD), a public repository of structured organic reaction records. The task is: describe an organic reaction: reactants, conditions, products, and yield Starting materials: ClC1=CC(=C(CN2N=C3C(=CC=CC3=C2C2=CC=C(OC3=C4CCCC(C4=CC=C3)=O)C=C2)C(F)(F)F)C=C1)F (5-{4-[2-(4-chloro-2-fluorobenzyl)-7-(trifluoromethyl)-2H-indazol-3-yl]phenoxy}-3,4-dihydronaphthalen-1(2H)-one), [H-].[H-].[H-].[H-].[Li+].[Al+3] (LiAlH4). The solvent is C1CCOC1 (THF), C1CCOC1 (THF). Run at time 2 hour. The product is ClC1=CC(=C(CN2N=C3C(=CC=CC3=C2C2=CC=C(OC3=C4CCCC(C4=CC=C3)O)C=C2)C(F)(F)F)C=C1)F (5-{4-[2-(4-CHLORO-2-FLUOROBENZYL)-7-(TRIFLUOROMETHYL)-2H-INDAZOL-3-YL]PHENOXY}-1,2,3,4-TETRAHYDRONAPHTHALEN-1-OL). Reaction SMILES: [Cl:1][C:2]1[CH:39]=[CH:38][C:5]([CH2:6][N:7]2[C:15]([C:16]3[CH:33]=[CH:32][C:19]([O:20][C:21]4[CH:30]=[CH:29][CH:28]=[C:27]5[C:22]=4[CH2:23][CH2:24][CH2:25][C:26]5=[O:31])=[CH:18][CH:17]=3)=[C:14]3[C:9]([C:10]([C:34]([F:37])([F:36])[F:35])=[CH:11][CH:12]=[CH:13]3)=[N:8]2)=[C:4]([F:40])[CH:3]=1.[H-].[H-].[H-].[H-].[Li+].[Al+3]>C1COCC1>[Cl:1][C:2]1[CH:39]=[CH:38][C:5]([CH2:6][N:7]2[C:15]([C:16]3[CH:33]=[CH:32][C:19]([O:20][C:21]4[CH:30]=[CH:29][CH:28]=[C:27]5[C:22]=4[CH2:23][CH2:24][CH2:25][CH:26]5[OH:31])=[CH:18][CH:17]=3)=[C:14]3[C:9]([C:10]([C:34]([F:36])([F:37])[F:35])=[CH:11][CH:12]=[CH:13]3)=[N:8]2)=[C:4]([F:40])[CH:3]=1 |f:1.2.3.4.5.6|. Reported procedure: 5-{4-[2-(4-chloro-2-fluorobenzyl)-7-(trifluoromethyl)-2H-indazol-3-yl]phenoxy}-3,4-dihydronaphthalen-1(2H)-one (14 mg, 0.025 mmol) dissolved in 1.5 mL THF was added to a slurry of LiAlH4 in THF and stirred at room temperature for 2 hours. The reaction mixture was quenched with H2O and stirred for 15 min. Filtration of the mixture was followed by extraction with CH2Cl2. The combined organic phases were dried, evaporated and the crude material was purified by HPLC using a gradient with an acidic m...